From a dataset of the Open Reaction Database (ORD), a public repository of structured organic reaction records. describe an organic reaction: reactants, conditions, products, and yield The reactants are COC(=O)Cc1ccc(C#Cc2ccc(C3(OC)CC3)cc2)cc1, CCO, [Na+], C1CCOC1, [OH-]. The product is COC1(c2ccc(C#Cc3ccc(C(=O)O)cc3)cc2)CC1. As a reaction SMILES: [CH3:1][O:2][C:3]1([c:6]2[cH:7][cH:8][c:9]([C:12]#[C:13][c:14]3[cH:15][cH:16][c:17]([CH2:20][C:21]([O:22][CH3:23])=[O:24])[cH:18][cH:19]3)[cH:10][cH:11]2)[CH2:4][CH2:5]1.[CH3:27][CH2:28][OH:29].[Na+:26].[O:30]1[CH2:31][CH2:32][CH2:33][CH2:34]1.[OH-:25]>>[CH3:1][O:2][C:3]1([c:6]2[cH:7][cH:8][c:9]([C:12]#[C:13][c:14]3[cH:15][cH:16][c:17]([C:28](=[O:25])[OH:29])[cH:18][cH:19]3)[cH:10][cH:11]2)[CH2:4][CH2:5]1. Reactants: CO, COC(=O)c1ccc(S(=O)(=O)C(Cn2ccnc2)c2ccccc2OC)cc1, Cl, [Na+], [OH-]. Yields the product COc1ccccc1C(Cn1ccnc1)S(=O)(=O)c1ccc(C(=O)O)cc1. Reaction SMILES: [CH3:32][OH:33].[CH3:3][O:4][c:5]1[c:6]([CH:11]([CH2:12][n:13]2[cH:14][n:15][cH:16][cH:17]2)[S:18](=[O:19])(=[O:20])[c:21]2[cH:22][cH:23][c:24]([C:25](=[O:26])[O:27][CH3:28])[cH:29][cH:30]2)[cH:7][cH:8][cH:9][cH:10]1.[ClH:31].[Na+:2].[OH-:1]>>[CH3:3][O:4][c:5]1[c:6]([CH:11]([CH2:12][n:13]2[cH:14][n:15][cH:16][cH:17]2)[S:18](=[O:19])(=[O:20])[c:21]2[cH:22][cH:23][c:24]([C:25](=[O:26])[OH:27])[cH:29][cH:30]2)[cH:7][cH:8][cH:9][cH:10]1. The reactants are C1COC2(CCC(CC2)=O)O1 (1,4-cyclohexanedione monoethylene ketal), [H-].[Na+] (sodium hydride). Run in C1(=CC=CC=C1)C (toluene), C(OC)(OC)=O (dimethyl carbonate). Run at temperature 80 celsius, time 3 hour. Yields the product O=C1C(CC2(OCCO2)CC1)C(=O)OC (Methyl 8-oxo-1,4-dioxaspiro[4.5]decane-7-carboxylate). RXN SMILES: [CH2:1]1[O:11][C:4]2([CH2:9][CH2:8][C:7](=[O:10])[CH2:6][CH2:5]2)[O:3][CH2:2]1.[H-].[Na+]>C(=O)(OC)OC.C1(C)C=CC=CC=1>[O:10]=[C:7]1[CH2:6][CH2:5][C:4]2([O:3][CH2:2][CH2:1][O:11]2)[CH2:9][CH:8]1[C:4]([O:3][CH3:2])=[O:11] |f:1.2|. Procedure: To a stirred solution of 1,4-cyclohexanedione monoethylene ketal (1.00 g, 6.4 mmol) in dimethyl carbonate (6 mL) at room temperature was added sodium hydride (0.31 g, 7.7 mmol). The mixture was heated at 80° C. for 20 min and then diluted with dry toluene (20 mL). The mixture was stirred for an additional 3 h at 80° C., cooled to room temperature, quenched with water, and then extracted with dichloromethane. The organic phase was dried over anhydrous sodium sulfate and evaporated to yield the cr... The reactants are C=CCCBr, ClCCl, COc1ccc(CN)c(OC)c1, CCN(C(C)C)C(C)C. The product is C=CCCNCc1ccc(OC)cc1OC. RXN SMILES: [Br:1][CH2:2][CH2:3][CH:4]=[CH2:5].[CH2:27]([Cl:28])[Cl:29].[CH3:15][O:16][c:17]1[c:18]([CH2:19][NH2:20])[cH:21][cH:22][c:23]([O:25][CH3:26])[cH:24]1.[CH:6]([N:7]([CH:8]([CH3:9])[CH3:10])[CH2:11][CH3:12])([CH3:13])[CH3:14]>>[CH2:2]([CH2:3][CH:4]=[CH2:5])[NH:20][CH2:19][c:18]1[c:17]([O:16][CH3:15])[cH:24][c:23]([O:25][CH3:26])[cH:22][cH:21]1. Starting materials: C(C)OC1=C(C(=CC(=C1OC)OC)C(=O)OCCC)C1=C2C(=C(C=C1C(=O)OC)OC)OCO2 (methyl 2-ethoxy-2',3'-methylenedioxy-6-propoxycarbonyl-3,4,4'-trimethoxy-1,1'-biphenyl-6'-carboxylate), aqueous solution, [OH-].[K+] (potassium hydroxide), Cl (hydrochloric acid). Run in O1CCOCC1 (dioxane). Conditions: temperature 70 celsius, time 8 hour. Yields the product C(C)OC1=C(C(=CC(=C1OC)OC)C(=O)O)C1=C2C(=C(C=C1C(=O)O)OC)OCO2 (2-ethoxy-2',3'-methylenedioxy-3,4,4'-trimethoxy-1,1'-biphenyl-6,6'-dicarboxylic acid). The yield is 85.0%. RXN SMILES: [OH-].[K+].Cl.[CH2:4]([O:6][C:7]1[C:12]([O:13][CH3:14])=[C:11]([O:15][CH3:16])[CH:10]=[C:9]([C:17]([O:19]CCC)=[O:18])[C:8]=1[C:23]1[C:28]([C:29]([O:31]C)=[O:30])=[CH:27][C:26]([O:33][CH3:34])=[C:25]2[O:35][CH2:36][O:37][C:24]=12)[CH3:5]>O1CCOCC1>[CH2:4]([O:6][C:7]1[C:12]([O:13][CH3:14])=[C:11]([O:15][CH3:16])[CH:10]=[C:9]([C:17]([OH:19])=[O:18])[C:8]=1[C:23]1[C:28]([C:29]([OH:31])=[O:30])=[CH:27][C:26]([O:33][CH3:34])=[C:25]2[O:35][CH2:36][O:37][C:24]=12)[CH3:5] |f:0.1|. Reported procedure: In 4 ml of dioxane was dissolved in 48 mg of methyl 2-ethoxy-2',3'-methylenedioxy-6-propoxycarbonyl-3,4,4'-trimethoxy-1,1'-biphenyl-6'-carboxylate obtained in Example 9, and 1 ml of a 5% aqueous solution of potassium hydroxide was added to the solution. The mixture was heated at 70° C. and stirred overnight, the pH value was adjusted to 1 by 3N hydrochloric acid, and the mixture was extracted with chloroform. The solvent was removed from the extract to obtain 36 mg of 2-ethoxy-2',3'-methylenedio... Reactants: COC(=O)c1ccc(C=O)cc1, CO, CC(=O)c1ccc(Cl)cc1Nc1ccccc1, [Na+], [OH-]. Yields the product COC(=O)c1ccc(C=CC(=O)c2ccc(Cl)cc2Nc2ccccc2)cc1. Reaction SMILES: [CH3:18][O:19][C:20]([c:21]1[cH:22][cH:23][c:24]([CH:27]=[O:28])[cH:25][cH:26]1)=[O:29].[CH3:32][OH:33].[Cl:1][c:2]1[cH:3][c:4]([NH:11][c:12]2[cH:13][cH:14][cH:15][cH:16][cH:17]2)[c:5]([C:8]([CH3:9])=[O:10])[cH:6][cH:7]1.[Na+:31].[OH-:30]>>[Cl:1][c:2]1[cH:3][c:4]([NH:11][c:12]2[cH:13][cH:14][cH:15][cH:16][cH:17]2)[c:5]([C:8]([CH:9]=[CH:27][c:24]2[cH:23][cH:22][c:21]([C:20]([O:19][CH3:18])=[O:29])[cH:26][cH:25]2)=[O:10])[cH:6][cH:7]1. Reactants: Cl.CC(C(=O)N)(C)C (2,2-dimethylpropionamide hydrochloride), BrCC(=O)C1=CC=C(C=C1)C (2-bromo-4′-methylacetophenone), C(=O)([O-])[O-].[K+].[K+] (K2CO3), CN(C)C=O (DMF). Reaction conditions: temperature 75 celsius, time 3 hour. Product: C(C)(C)(C)C=1NC(=CN1)C1=CC=C(C=C1)C (2-tert-Butyl-5-p-tolyl-1H-imidazole). Isolated yield 49.0%. RXN SMILES: Cl.[CH3:2][C:3]([CH3:8])([CH3:7])[C:4]([NH2:6])=O.Br[CH2:10][C:11]([C:13]1[CH:18]=[CH:17][C:16]([CH3:19])=[CH:15][CH:14]=1)=O.C([O-])([O-])=O.[K+].[K+].C[N:27](C=O)C>>[C:3]([C:4]1[NH:27][C:11]([C:13]2[CH:18]=[CH:17][C:16]([CH3:19])=[CH:15][CH:14]=2)=[CH:10][N:6]=1)([CH3:8])([CH3:7])[CH3:2] |f:0.1,3.4.5|. Procedure details: A red suspension of 2,2-dimethylpropionamide hydrochloride (Atlantic, 1.00 g, 7.32 mmol), 2-bromo-4′-methylacetophenone (Aldrich, 1.56 g, 7.32 mmol) and K2CO3 (1.52 g, 11.0 mmol) in DMF (20 mL) was stirred at 75° C. for 3 h. The mixture was cooled to RT, concentrated in vacuo, suspended in water (25 mL) and extracted with DCM (2×25 mL). The combined organics were passed through a hydrophobic frit, concentrated in vacuo, redissolved in MeOH (5 mL), applied to an SCX-2 cartridge (20 g) and washed ... Starting materials: C(=O)N1CCCCC1 (N-formylpiperidine), BrC=1C=C(SC1)CN(C)C ((4-bromo-thiophen-2-ylmethyl)-dimethyl-amine), BrC=1C=C(SC1)CN(C)C ((4-bromo-thiophen-2-ylmethyl)-dimethyl-amine), C(C)(C)NC(C)C.[Li] (Lithium diisopropylamine). Run in O1CCCC1 (tetrahydrofuran), C(C)(=O)OCC (ethyl acetate). Conditions: temperature 0 celsius, time 30 minute. The product is BrC1=C(SC(=C1)CN(C)C)C=O (3-bromo-5-dimethylaminomethyl-thiophene-2-carbaldehyde). RXN SMILES: [Br:1][C:2]1[CH:3]=[C:4]([CH2:7][N:8]([CH3:10])[CH3:9])[S:5][CH:6]=1.C(NC(C)C)(C)C.[Li].[CH:19](N1CCCCC1)=[O:20]>O1CCCC1.C(OCC)(=O)C>[Br:1][C:2]1[CH:3]=[C:4]([CH2:7][N:8]([CH3:10])[CH3:9])[S:5][C:6]=1[CH:19]=[O:20] |f:1.2,^1:17|. Procedure details: To (4-bromo-thiophen-2-ylmethyl)-dimethyl-amine [4.08 g, 18.5 mmol, Intermediate (1)] in tetrahydrofuran (40 mL) at 0° C. and under a nitrogen atmosphere is added Lithium diisopropylamine (2.0M in tetrahydrofuran pentanes from Aldrich chemicals, 20.4 mmol). The orange solution is stirred at 0° C. for 30 minutes. Then N-formylpiperidine is added (2.5 mL, 22.2 mmol). The mixture is allowed to stir at 0° C. for 1 hour. It is diluted with ethyl acetate washed with brine, dried over magnesium sulfate... Reactants: TEA, SiO2, Cl.NCC(=O)OCC (Ethyl 2-aminoacetate hydrochloride), C1(=CC=CC=C1)C(CCC(C)=O)=O (1-Phenylpentane-1,4-dione). Run in C(C)O (ethanol), C(Cl)Cl (DCM). Run at temperature 70 celsius. Yields the product CC=1N(C(=CC1)C1=CC=CC=C1)CC(=O)OCC (ethyl 2-(2-methyl-5-phenyl-1H-pyrrol-1-yl)acetate). The yield is 72.5%. RXN SMILES: Cl.[NH2:2][CH2:3][C:4]([O:6][CH2:7][CH3:8])=[O:5].[C:9]1([C:15](=O)[CH2:16][CH2:17][C:18](=O)[CH3:19])[CH:14]=[CH:13][CH:12]=[CH:11][CH:10]=1>C(O)C.C(Cl)Cl>[CH3:19][C:18]1[N:2]([CH2:3][C:4]([O:6][CH2:7][CH3:8])=[O:5])[C:15]([C:9]2[CH:14]=[CH:13][CH:12]=[CH:11][CH:10]=2)=[CH:16][CH:17]=1 |f:0.1|. Procedure details: Ethyl 2-aminoacetate hydrochloride (1.378 g, 9.87 mmol) was diluted with ethanol (50 ml) then charged with TEA (8 ml, 57.4 mmol). 1-Phenylpentane-1,4-dione (1.74 g, 9.87 mmol) was then added and reaction was heated at 70° C. overnight. The reaction mixture was then diluted with 100 mL DCM and washed with water (100 mL). The aqueous was back-extracted with DCM (50 mL×2), the organics were combined, dried (Na2SO4), filtered, and concentrated to yield a crude orange oil. This oil was loaded onto a ... Starting materials: CC1(COC2(OC1)CCC(CC2)(O)CCN[C@@H](C)C2=CC1=CC=CC=C1C=C2)C (3,3-dimethyl-9-{2-[(S)-1-naphthalen-2-yl-ethylamino]-ethyl}-1,5-dioxa-spiro[5.5]undecan-9-ol), ClC(Cl)(OC(OC(Cl)(Cl)Cl)=O)Cl (triphosgene), crude product, CC1(COC2(CCC3(CCN(C(O3)=O)[C@@H](C)C3=CC4=CC=CC=C4C=C3)CC2)OC1)C (12,12-dimethyl-3-[(S)-1-naphthalen-2-yl-ethyl]-1,10,14-trioxa-3-aza-dispiro[5.2.5.2]hexadecan-2-one), Intermediate 2, Intermediate 2. The product is C1=C(C=CC2=CC=CC=C12)[C@H](C)N1C(OC2(CC1)CCC(CC2)=O)=O (3-[(S)-1-Naphthalen-2-yl-ethyl]-1-oxa-3-aza-spiro[5.5]undecane-2,9-dione). RXN SMILES: CC1(C)COC2(CCC(CCN[C@H](C3C=CC4C(=CC=CC=4)C=3)C)(O)CC2)OC1.ClC(Cl)(OC(=O)OC(Cl)(Cl)Cl)Cl.CC1(C)CO[C:46]2([CH2:69][CH2:68][C:49]3([O:54][C:53](=[O:55])[N:52]([C@H:56]([C:58]4[CH:67]=[CH:66][C:65]5[C:60](=[CH:61][CH:62]=[CH:63][CH:64]=5)[CH:59]=4)[CH3:57])[CH2:51][CH2:50]3)[CH2:48][CH2:47]2)[O:45]C1>>[CH:59]1[C:60]2[C:65](=[CH:64][CH:63]=[CH:62][CH:61]=2)[CH:66]=[CH:67][C:58]=1[C@@H:56]([N:52]1[CH2:51][CH2:50][C:49]2([CH2:68][CH2:69][C:46](=[O:45])[CH2:47][CH2:48]2)[O:54][C:53]1=[O:55])[CH3:57]. Procedure details: The title compound is prepared from 3,3-dimethyl-9-{2-[(S)-1-naphthalen-2-yl-ethylamino]-ethyl}-1,5-dioxa-spiro[5.5]undecan-9-ol and triphosgene following a procedure analogous to that described in Step 4 of Intermediate 2; the crude product, a mixture of the title compound and 12,12-dimethyl-3-[(S)-1-naphthalen-2-yl-ethyl]-1,10,14-trioxa-3-aza-dispiro[5.2.5.2]hexadecan-2-one, obtained thereafter is treated as described in Step 10 of Intermediate 2 to convert the intermediate to the title compou...